This data is from the Open Reaction Database (ORD), a public repository of structured organic reaction records. The task is: describe an organic reaction: reactants, conditions, products, and yield Starting materials: Cl.C(C)(C)C=1SC=C(N1)C(=O)N1CCOC2(C1)CCNCC2 ((2-isopropylthiazol-4-yl)(1-oxa-4,9-diazaspiro[5.5]undecan-4-yl)methanone hydrochloride), BrCCC=1C=C(C=CC1)CCO (2-(3-(2-bromoethyl)phenyl)ethanol), C([O-])([O-])=O.[K+].[K+] (potassium carbonate). The solvent is C(C)#N (acetonitrile), O (water). Reaction conditions: temperature 60 celsius. The product is OCCC=1C=C(CCN2CCC3(CN(CCO3)C(=O)C=3N=C(SC3)C(C)C)CC2)C=CC1 ((9-(3-(2-Hydroxyethyl)phenethyl)-1-oxa-4,9-diazaspiro[5.5]undecan-4-yl)(2-isopropylthiazol-4-yl)methanone). As a reaction SMILES: Cl.[CH:2]([C:5]1[S:6][CH:7]=[C:8]([C:10]([N:12]2[CH2:17][C:16]3([CH2:22][CH2:21][NH:20][CH2:19][CH2:18]3)[O:15][CH2:14][CH2:13]2)=[O:11])[N:9]=1)([CH3:4])[CH3:3].Br[CH2:24][CH2:25][C:26]1[CH:27]=[C:28]([CH2:32][CH2:33][OH:34])[CH:29]=[CH:30][CH:31]=1.C(=O)([O-])[O-].[K+].[K+]>C(#N)C.O>[OH:34][CH2:33][CH2:32][C:28]1[CH:27]=[C:26]([CH:31]=[CH:30][CH:29]=1)[CH2:25][CH2:24][N:20]1[CH2:19][CH2:18][C:16]2([O:15][CH2:14][CH2:13][N:12]([C:10]([C:8]3[N:9]=[C:5]([CH:2]([CH3:4])[CH3:3])[S:6][CH:7]=3)=[O:11])[CH2:17]2)[CH2:22][CH2:21]1 |f:0.1,3.4.5|. Reported procedure: A mixture of (2-isopropylthiazol-4-yl)(1-oxa-4,9-diazaspiro[5.5]undecan-4-yl)methanone hydrochloride [Example 27, step a] (13.6 g) and 2-(3-(2-bromoethyl)phenyl)ethanol [Organometallics 2002, 21(20), 4217] (13.51 g) and potassium carbonate (21.7 g) in acetonitrile (700 mL) and water (13 mL) was heated at 60° C. for 36 hours. The solvent was decanted off and evaporated under reduced pressure. The residue was partitioned between ethyl acetate and brine, the aqueous layer was re-extracted with ethy... Reactants: Cc1ccnc(Br)c1C(=O)O, CCN=C=NCCCN(C)C, CCN(C(C)C)C(C)C, COc1ccc(N(Cc2cnccc2C)C2CCN(C(C)CCN)CC2)cc1, CN(C)C=O, On1nnc2ccccc21. Product: COc1ccc(N(Cc2cnccc2C)C2CCN(C(C)CCNC(=O)c3c(C)ccnc3Br)CC2)cc1. RXN SMILES: [Br:50][c:51]1[c:52]([C:53](=[O:54])[OH:55])[c:56]([CH3:60])[cH:57][cH:58][n:59]1.[CH3:29][CH2:30][N:31]=[C:32]=[N:33][CH2:34][CH2:35][CH2:36][N:37]([CH3:38])[CH3:39].[CH:61]([N:62]([CH2:63][CH3:64])[CH:65]([CH3:66])[CH3:67])([CH3:68])[CH3:69].[NH2:1][CH2:2][CH2:3][CH:4]([CH3:5])[N:6]1[CH2:7][CH2:8][CH:9]([N:12]([CH2:13][c:14]2[cH:15][n:16][cH:17][cH:18][c:19]2[CH3:20])[c:21]2[cH:22][cH:23][c:24]([O:27][CH3:28])[cH:25][cH:26]2)[CH2:10][CH2:11]1.[O:70]=[CH:71][N:72]([CH3:73])[CH3:74].[OH:40][n:41]1[c:42]2[c:43]([cH:44][cH:45][cH:46][cH:47]2)[n:48][n:49]1>>[NH:1]([CH2:2][CH2:3][CH:4]([CH3:5])[N:6]1[CH2:7][CH2:8][CH:9]([N:12]([CH2:13][c:14]2[cH:15][n:16][cH:17][cH:18][c:19]2[CH3:20])[c:21]2[cH:22][cH:23][c:24]([O:27][CH3:28])[cH:25][cH:26]2)[CH2:10][CH2:11]1)[C:53]([c:52]1[c:51]([Br:50])[n:59][cH:58][cH:57][c:56]1[CH3:60])=[O:54]. Starting materials: OCC1CC2CN(CC(C1)C2)C(=O)OC(C)(C)C (3-tert-butyl 7-hydroxymethyl-3-azabicyclo[3.3.1]nonane-3-carboxylate), Cl.C(C)(=O)OCC (hydrogen chloride ethyl acetate). Solvent: CO (methanol). Conditions: time 4 hour. The product is Cl.C12CNCC(CC(C1)CO)C2 (3-azabicyclo[3.3.1]non-7-ylmethanol hydrochloride). As a reaction SMILES: [OH:1][CH2:2][CH:3]1[CH2:10][CH:9]2[CH2:11][CH:5]([CH2:6][N:7](C(OC(C)(C)C)=O)[CH2:8]2)[CH2:4]1.[ClH:19].C(OCC)(=O)C>CO>[ClH:19].[CH:9]12[CH2:11][CH:5]([CH2:4][CH:3]([CH2:2][OH:1])[CH2:10]1)[CH2:6][NH:7][CH2:8]2 |f:1.2,4.5|. Procedure: To a solution of 3-tert-butyl 7-hydroxymethyl-3-azabicyclo[3.3.1]nonane-3-carboxylate (7.78 g) in methanol (76 mL) was added 4M hydrogen chloride/ethyl acetate solution (76 mL). The reaction mixture was stirred at room temperature for 4 hr, and the solvent was evaporated under reduced pressure. The residue was dissolved in methanol (50 mL), and Amberlyst A-21 was added. The mixture was stirred at room temperature for 20 min, and the solid was removed by filtration. The solvent was evaporated und... Reactants: C(C)(C)N(CC)C(C)C (di-isopropylethylamine), BrC1=C(C(=CC2=C1SC(=C2Cl)C(=O)N2CCOCC2)OC)O ((7-Bromo-3-chloro-6-hydroxy-5-methoxy-benzo[b]thiophen-2-yl)-morpholin-4-yl-methanone), O (water). Run in CN1C(CCC1)=O (1-methyl-2-pyrrolidinone). Conditions: temperature 80 celsius, time 30 minute. The product is BrC1=C(C(=CC2=C1SC(=C2Cl)C(=O)N2CCOCC2)OC)OC ((7-Bromo-3-chloro-5,6-dimethoxy-benzo[b]thiophen-2-yl)-morpholin-4-yl-methanone). Reaction SMILES: [Br:1][C:2]1[C:7]2[S:8][C:9]([C:12]([N:14]3[CH2:19][CH2:18][O:17][CH2:16][CH2:15]3)=[O:13])=[C:10]([Cl:11])[C:6]=2[CH:5]=[C:4]([O:20][CH3:21])[C:3]=1[OH:22].[CH:23](N(C(C)C)CC)(C)C.O>CN1CCCC1=O>[Br:1][C:2]1[C:7]2[S:8][C:9]([C:12]([N:14]3[CH2:15][CH2:16][O:17][CH2:18][CH2:19]3)=[O:13])=[C:10]([Cl:11])[C:6]=2[CH:5]=[C:4]([O:20][CH3:21])[C:3]=1[O:22][CH3:23]. Procedure: (7-Bromo-3-chloro-6-hydroxy-5-methoxy-benzo[b]thiophen-2-yl)-morpholin-4-yl-methanone (7.0 g) was dissolved in 1-methyl-2-pyrrolidinone (35 ml) and di-isopropylethylamine was gradually added. The reaction solution was warmed at 80° C. for 3 hours. Then water (350 ml) was added. The reaction solution was stirred at room temperature for 30 minutes. The product was extracted into ethyl acetate. The organic phase was washed with 1M hydrochloric acid and a solution of sodium sulphate, evaporated and ... Starting materials: C(C1=CC=CC=C1)OC=1C(=CC(=C(N)C1)F)C (5-Benzyloxy-2-fluoro-4-methylaniline), CCCCCC (hexane), C(C)(=O)OC1=C(C=C2C(NC=NC2=C1)=O)OC (7-acetoxy-6-methoxy-3,4-dihydroquinazolin-4-one), S(=O)(Cl)Cl (thionyl chloride). The reagents and catalysts are CN(C)C=O (DMF). Solvent: C(C)(C)O (isopropanol). Product: C(C)(=O)OC1=C(C=C2C(=NC=NC2=C1)NC1=C(C=C(C(=C1)OCC1=CC=CC=C1)C)F)OC (7-acetoxy-4-(5-benzyloxy-2-fluoro-4-methylanilino)-6-methoxyquinazoline). Yield: 41.6%. As a reaction SMILES: [C:1]([O:4][C:5]1[CH:14]=[C:13]2[C:8]([C:9](=O)[NH:10][CH:11]=[N:12]2)=[CH:7][C:6]=1[O:16][CH3:17])(=[O:3])[CH3:2].S(Cl)(Cl)=O.[CH2:22]([O:29][C:30]1[C:31]([CH3:38])=[CH:32][C:33]([F:37])=[C:34]([CH:36]=1)[NH2:35])[C:23]1[CH:28]=[CH:27][CH:26]=[CH:25][CH:24]=1.CCCCCC>CN(C=O)C.C(O)(C)C>[C:1]([O:4][C:5]1[CH:14]=[C:13]2[C:8]([C:9]([NH:35][C:34]3[CH:36]=[C:30]([O:29][CH2:22][C:23]4[CH:28]=[CH:27][CH:26]=[CH:25][CH:24]=4)[C:31]([CH3:38])=[CH:32][C:33]=3[F:37])=[N:10][CH:11]=[N:12]2)=[CH:7][C:6]=1[O:16][CH3:17])(=[O:3])[CH3:2]. Reported procedure: A mixture of 7-acetoxy-6-methoxy-3,4-dihydroquinazolin-4-one (1.69 g, 7.2 mmol), thionyl chloride (50 ml) and DMF (3 drops) was heated at reflux for 2 hours. The excess thionyl chloride was removed by evaporation and the residue azeotroped with toluene. The residue was partitioned between methylene chloride and saturated aqueous sodium hydrogen carbonate solution. The organic phase was separated, dried (MgSO4) and the solvent removed by evaporation. 5-Benzyloxy-2-fluoro-4-methylaniline (1.8 g, 7... Reactants: [K+], NN, Nc1ccccc1C(=O)c1ccsc1, [OH-], O, OCCOCCO. Yields the product Nc1ccccc1Cc1ccsc1. RXN SMILES: [K+:16].[NH2:18][NH2:19].[NH2:1][c:2]1[c:3]([C:4](=[O:5])[c:6]2[cH:7][s:8][cH:9][cH:10]2)[cH:11][cH:12][cH:13][cH:14]1.[OH-:15].[OH2:17].[OH:20][CH2:21][CH2:22][O:23][CH2:24][CH2:25][OH:26]>>[NH2:1][c:2]1[c:3]([CH2:4][c:6]2[cH:7][s:8][cH:9][cH:10]2)[cH:11][cH:12][cH:13][cH:14]1.